This data is from the Open Reaction Database (ORD), a public repository of structured organic reaction records. The task is: describe an organic reaction: reactants, conditions, products, and yield Reactants: O(C1=CC=CC=C1)C1=C(C=O)C=CC=C1 (2-phenoxybenzaldehyde), O1CCCC1 (tetrahydrofuran), O (water), crude product, C(#N)[BH3-].[Na+] (sodium cyanoborohydride), O1CCCC1 (tetrahydrofuran). Solvent: ICI (diiodomethane), C[Li] (methyllithium). Reaction conditions: time 30 minute. Product: O(C1=CC=CC=C1)C1=C(C=CC=C1)CCO (2-(2-phenoxyphenyl)ethanol). Reaction SMILES: [O:1]([C:8]1[CH:15]=[CH:14][CH:13]=[CH:12][C:9]=1[CH:10]=O)[C:2]1[CH:7]=[CH:6][CH:5]=[CH:4][CH:3]=1.O.C([BH3-])#N.[Na+].[O:21]1CCC[CH2:22]1>ICI.C[Li]>[O:1]([C:8]1[CH:15]=[CH:14][CH:13]=[CH:12][C:9]=1[CH2:10][CH2:22][OH:21])[C:2]1[CH:7]=[CH:6][CH:5]=[CH:4][CH:3]=1 |f:2.3|. Procedure: To a solution of 2-phenoxybenzaldehyde (535 mg) in tetrahydrofuran (5 ml), 0.326 ml of diiodomethane and 5.4 ml of methyllithium (1.0M diethyl ether solution) were added under ice-cooling, and the reaction solution was stirred at the same temperature for 30 minutes and then at room temperature for 1 hour. To the reaction solution was added water, and the mixture was extracted with ethyl acetate. The combined organic layers were washed with a saturated saline solution and dried over anhydrous sod... The reactants are CN(C)C(OC)OC (DMF-DMA), ClC1=CC2=C(C(CCC(N2)=O)=O)C=C1I (8-chloro-7-iodo-3,4-dihydro-1H-1-benzazepine-2,5-dione), CCOCC (Ether). Solvent: C1CCOC1 (THF). Reaction conditions: temperature 60 celsius, time 17 hour. The product is ClC1=CC2=C(C(\C(\CC(N2)=O)=C/N(C)C)=O)C=C1I ((4Z)-8-chloro-4-[(dimethylamino)methylene]-7-iodo-3,4-dihydro-1H-1-benzazepine-2,5-dione). Yield: 81.5%. Reaction SMILES: [Cl:1][C:2]1[C:14]([I:15])=[CH:13][C:5]2[C:6](=[O:12])[CH2:7][CH2:8][C:9](=[O:11])[NH:10][C:4]=2[CH:3]=1.[CH3:16][N:17]([CH:19](OC)OC)[CH3:18].CCOCC>C1COCC1>[Cl:1][C:2]1[C:14]([I:15])=[CH:13][C:5]2[C:6](=[O:12])/[C:7](=[CH:16]\[N:17]([CH3:19])[CH3:18])/[CH2:8][C:9](=[O:11])[NH:10][C:4]=2[CH:3]=1. Reported procedure: To a suspension of 8-chloro-7-iodo-3,4-dihydro-1H-1-benzazepine-2,5-dione (10.0 g, 29.8 mmol) in THF (44mL) was added DMF-DMA (21.1 mL, 149 mmol). The flask reaction mixture was allowed to stir 60° C. under an atmosphere of argon. A light orange solution containing a suspended solid resulted. After 17 h, the reaction mixture was allowed to cool to it. Ether (100 mL) was added and the solid was collected via suction filtration, washed with ether, and dried in a vacuum oven to yield (4Z)-8-chloro-...